This data is from the Open Reaction Database (ORD), a public repository of structured organic reaction records. The task is: describe an organic reaction: reactants, conditions, products, and yield Starting materials: C(C)C1C(CCC(C(OC(C2CCCCN2C(C(C2(C(CC(C(C(CC(CC(=C1)C)C)OC)O2)OC)C)O)=O)=O)=O)C(=CC2CC(C(CC2)O)O)C)C)=O (17-ethyl-1-hydroxy-12-[2'-(3",4"-dihydroxycyclohexyl)-1'-methylvinyl]-23,25-dimethoxy-13,19,21,27-tetramethyl-11,28-dioxa-4-azatricyclo[22.3.1.04,9 ]octacos-18-ene-2,3,10,16-tetraone), ClC(C(OC(C)C)=N)(Cl)Cl (isopropyl trichloroacetimidate), FC(S(=O)(=O)O)(F)F (Trifluoromethanesulfonic acid). Product: C(C)C1C(CCC(C(OC(C2CCCCN2C(C(C2(C(CC(C(C(CC(CC(=C1)C)C)OC)O2)OC)C)O)=O)=O)=O)C(=CC2CC(C(CC2)O)OC(C)C)C)C)=O (17-Ethyl-1-hydroxy-12-[2'-(4"-hydroxy-3"-isopropoxycyclohexyl)-1'-methylvinyl]-23,25-dimethoxy-13,19,21,27-tetramethyl-11,28-dioxa-4-azatricyclo[22.3.1.04,9 ]octacos-18-ene-2,3,10,16-tetraone). As a reaction SMILES: [CH2:1]([CH:3]1[CH:29]=[C:28]([CH3:30])[CH2:27][CH:26]([CH3:31])[CH2:25][CH:24]([O:32][CH3:33])[CH:23]2[O:34][C:19]([OH:38])([CH:20]([CH3:37])[CH2:21][CH:22]2[O:35][CH3:36])[C:18](=[O:39])[C:17](=[O:40])[N:16]2[CH:11]([CH2:12][CH2:13][CH2:14][CH2:15]2)[C:10](=[O:41])[O:9][CH:8]([C:42]([CH3:52])=[CH:43][CH:44]2[CH2:49][CH2:48][CH:47]([OH:50])[CH:46]([OH:51])[CH2:45]2)[CH:7]([CH3:53])[CH2:6][CH2:5][C:4]1=[O:54])[CH3:2].ClC(Cl)(Cl)C(=N)O[CH:59]([CH3:61])[CH3:60].FC(F)(F)S(O)(=O)=O>>[CH2:1]([CH:3]1[CH:29]=[C:28]([CH3:30])[CH2:27][CH:26]([CH3:31])[CH2:25][CH:24]([O:32][CH3:33])[CH:23]2[O:34][C:19]([OH:38])([CH:20]([CH3:37])[CH2:21][CH:22]2[O:35][CH3:36])[C:18](=[O:39])[C:17](=[O:40])[N:16]2[CH:11]([CH2:12][CH2:13][CH2:14][CH2:15]2)[C:10](=[O:41])[O:9][CH:8]([C:42]([CH3:52])=[CH:43][CH:44]2[CH2:49][CH2:48][CH:47]([OH:50])[CH:46]([O:51][CH:59]([CH3:61])[CH3:60])[CH2:45]2)[CH:7]([CH3:53])[CH2:6][CH2:5][C:4]1=[O:54])[CH3:2]. Procedure details: To a solution of 17-ethyl-1-hydroxy-12-[2'-(3",4"-dihydroxycyclohexyl)-1'-methylvinyl]-23,25-dimethoxy-13,19,21,27-tetramethyl-11,28-dioxa-4-azatricyclo[22.3.1.04,9 ]octacos-18-ene-2,3,10,16-tetraone (69 mg in 3 ml 33% methylene chloride in cyclohexane), isopropyl trichloroacetimidate (22 μl neat) was added and the reagents allowed to mix for 5 minutes. Trifluoromethanesulfonic acid (2μl neat) was added slowly via syringe and the mixture stirred at room temperature. After 24 hours the reaction w...